Dataset: the Open Reaction Database (ORD), a public repository of structured organic reaction records. Task: describe an organic reaction: reactants, conditions, products, and yield Reactants: O (water), CSC1=NC=CC(=N1)C=1OC(=CC1C=1C=C2CCC(C2=CC1)=O)CN1CCCCC1 (5-[2-(2-Methylsulfanyl-pyrimidin-4-yl)-5-piperidin-1-ylmethyl-furan-3-yl]-indan-1-one), aqueous suspension. Reagents/catalysts: [Ni] (Raney nickel). The solvent is C(C)O (ethanol). Yields the product N1(CCCCC1)CC1=CC(=C(O1)C1=NC=NC=C1)C=1C=C2CCC(C2=CC1)=O (5-(5-Piperidin-1-ylmethyl-2-pyrimidin-4-yl-furan-3-yl)-indan-1-one). The yield is 104.9%. RXN SMILES: CS[C:3]1[N:8]=[C:7]([C:9]2[O:10][C:11]([CH2:24][N:25]3[CH2:30][CH2:29][CH2:28][CH2:27][CH2:26]3)=[CH:12][C:13]=2[C:14]2[CH:15]=[C:16]3[C:20](=[CH:21][CH:22]=2)[C:19](=[O:23])[CH2:18][CH2:17]3)[CH:6]=[CH:5][N:4]=1.O>[Ni].C(O)C>[N:25]1([CH2:24][C:11]2[O:10][C:9]([C:7]3[CH:6]=[CH:5][N:4]=[CH:3][N:8]=3)=[C:13]([C:14]3[CH:15]=[C:16]4[C:20](=[CH:21][CH:22]=3)[C:19](=[O:23])[CH2:18][CH2:17]4)[CH:12]=2)[CH2:30][CH2:29][CH2:28][CH2:27][CH2:26]1. Procedure details: A mixture of the product of Step 4 (0.135 g, 0.329 mmol) and Raney nickel (0.262 g of an aqueous suspension) in ethanol (15 ml) and water (5 ml) was heated at 100° C. for 20 hours. The mixture was then cooled to room temperature, filtered through celite and the filtrate reduced in vacuo. The residue was then purified by chromatography on silica gel eluting with a mixture of 0.880 ammonia/methanol/dichloromethane (0.5:4.5:95), to furnish the title compound (0.016 g, 0.345 mmol); MS(ES+) m/e 374 [...